Task: describe an organic reaction: reactants, conditions, products, and yield. Dataset: the Open Reaction Database (ORD), a public repository of structured organic reaction records Product: COCC1=C(C(=O)NCCC(c2ccccc2)c2ccccc2)C(c2cccc(Cl)c2)NC(=O)N1. The reactants are COCC1=C(C(=O)O)C(c2cccc(Cl)c2)NC(=O)N1, CN(C)C=O, NCCC(c1ccccc1)c1ccccc1. As a reaction SMILES: [Cl:1][c:2]1[cH:3][c:4]([CH:8]2[NH:9][C:10](=[O:20])[NH:11][C:12]([CH2:17][O:18][CH3:19])=[C:13]2[C:14](=[O:15])[OH:16])[cH:5][cH:6][cH:7]1.[O:37]=[CH:38][N:39]([CH3:40])[CH3:41].[c:21]1([CH:27]([CH2:28][CH2:29][NH2:30])[c:31]2[cH:32][cH:33][cH:34][cH:35][cH:36]2)[cH:22][cH:23][cH:24][cH:25][cH:26]1>>[Cl:1][c:2]1[cH:3][c:4]([CH:8]2[NH:9][C:10](=[O:20])[NH:11][C:12]([CH2:17][O:18][CH3:19])=[C:13]2[C:14](=[O:16])[NH:30][CH2:29][CH2:28][CH:27]([c:21]2[cH:22][cH:23][cH:24][cH:25][cH:26]2)[c:31]2[cH:32][cH:33][cH:34][cH:35][cH:36]2)[cH:5][cH:6][cH:7]1. The reactants are C(C)(=O)O[BH-](OC(C)=O)OC(C)=O.[Na+] (sodium triacetoxyborohydride), CN(C1(CCC(CC1)=O)C1=CC=CC=C1)C (4-dimethylamino-4-phenylcyclohexanone), C(C)(=O)O (acetic acid), CNCCC1=CNC2=CC=CC=C21 (N-ω-Methyltryptamine), ClCCCl (1,2-dichloroethane). Solvent: CC(CC)=O.CC(=O)C (2-butanone acetone). Conditions: time 2 day. The product is Cl.Cl.N1C=C(C2=CC=CC=C12)CCN(C1CCC(CC1)(N(C)C)C1=CC=CC=C1)C (N′-[2-(1H-Indol-3-yl)-ethyl]-N,N,N′-trimethyl-1-phenyl-cyclohexane-1,4-diamine dihydrochloride). RXN SMILES: [CH3:1][NH:2][CH2:3][CH2:4][C:5]1[C:13]2[C:8](=[CH:9][CH:10]=[CH:11][CH:12]=2)[NH:7][CH:6]=1.[CH3:14][N:15]([CH3:29])[C:16]1([C:23]2[CH:28]=[CH:27][CH:26]=[CH:25][CH:24]=2)[CH2:21][CH2:20][C:19](=O)[CH2:18][CH2:17]1.C(O)(=O)C.C(O[BH-](OC(=O)C)OC(=O)C)(=O)C.[Na+].[Cl:48]CCCl>CC(=O)CC.CC(C)=O>[ClH:48].[ClH:48].[NH:7]1[C:8]2[C:13](=[CH:12][CH:11]=[CH:10][CH:9]=2)[C:5]([CH2:4][CH2:3][N:2]([CH3:1])[CH:19]2[CH2:20][CH2:21][C:16]([C:23]3[CH:28]=[CH:27][CH:26]=[CH:25][CH:24]=3)([N:15]([CH3:29])[CH3:14])[CH2:17][CH2:18]2)=[CH:6]1 |f:3.4,6.7,8.9.10|. Reported procedure: N-ω-Methyltryptamine ([2-(1H-indol-3-yl)ethyl]methylamine, 348 mg) was dissolved in dry 1,2-dichloroethane (10 ml) under argon. After addition of 4-dimethylamino-4-phenylcyclohexanone (435 mg) and glacial acetic acid (114 μl), a bulky precipitate formed. The suspension was stirred for two hours at RT before sodium triacetoxyborohydride (660 mg) was added. The reaction mixture was stirred for two days at RT and was concentrated for working up, the residue was dissolved in water (15 ml) and diethy... Reactants: OC1=C(C=CC=C1OC1=C(C=CC=C1)Cl)CC(=O)O (2-[2-hydroxy-3-(2-chlorophenoxy)phenyl]acetic acid), CI (methyl iodide), C([O-])([O-])=O.[K+].[K+] (potassium carbonate). Run in CC(=O)C (acetone). Product: COC1=C(C=CC=C1OC1=C(C=CC=C1)Cl)CC(=O)O (2-[2-methoxy-3-(2-chlorophenoxy)phenyl]acetic acid). Yield: 67.6%. As a reaction SMILES: [OH:1][C:2]1[C:7]([O:8][C:9]2[CH:14]=[CH:13][CH:12]=[CH:11][C:10]=2[Cl:15])=[CH:6][CH:5]=[CH:4][C:3]=1[CH2:16][C:17]([OH:19])=[O:18].CI.[C:22](=O)([O-])[O-].[K+].[K+]>CC(C)=O>[CH3:22][O:1][C:2]1[C:7]([O:8][C:9]2[CH:14]=[CH:13][CH:12]=[CH:11][C:10]=2[Cl:15])=[CH:6][CH:5]=[CH:4][C:3]=1[CH2:16][C:17]([OH:19])=[O:18] |f:2.3.4|. Procedure: A mixture of 2-[2-hydroxy-3-(2-chlorophenoxy)phenyl]acetic acid (1.9 g), methyl iodide (2.3 g) and potassium carbonate (2.2 g) in acetone (40 ml) was refluxed under heating for 4.5 hrs. After cooling, the reaction mixture was filtered. The filtrate was evaporated, and the oily residue was dissolved in methanol (30 ml). To the solution was added potassium hydroxide (1 g), and the mixture was refluxed under heating for 30 minutes. After cooling, the reaction mixture was evaporated and the residue ... The reactants are Cl (HCl), OC1=C(C=C(C=C1)Cl)CC1=C(C=CC(=C1)Cl)O (bis(2-hydroxy-5-chlorophenyl)-methane), ClCCOCCOCCOCCCl (1,11-dichloro-3,6,9-trioxaundecane), [OH-].[Na+] (sodium hydroxide). The solvent is CCCCO (n-BuOH). The product is ClC1=CC2=C(OCCOCCOCCOCCOC3=C(C2)C=C(C=C3)Cl)C=C1 (2,20-Dichloro-6,7,9,10,12,13,15,16-octahydro-22H-dibenzo[n,q][1,4,7,10,13]-pentaoxacyclo-octadecin). Yield: 23.1%. As a reaction SMILES: [OH:1][C:2]1[CH:7]=[CH:6][C:5]([Cl:8])=[CH:4][C:3]=1[CH2:9][C:10]1[CH:15]=[C:14]([Cl:16])[CH:13]=[CH:12][C:11]=1[OH:17].Cl[CH2:19][CH2:20][O:21][CH2:22][CH2:23][O:24][CH2:25][CH2:26][O:27][CH2:28][CH2:29]Cl.[OH-].[Na+].Cl>CCCCO>[Cl:16][C:14]1[CH:13]=[CH:12][C:11]2[O:17][CH2:29][CH2:28][O:27][CH2:26][CH2:25][O:24][CH2:23][CH2:22][O:21][CH2:20][CH2:19][O:1][C:2]3[CH:7]=[CH:6][C:5]([Cl:8])=[CH:4][C:3]=3[CH2:9][C:10]=2[CH:15]=1 |f:2.3|. Reported procedure: 10 g (0.037 mole) bis(2-hydroxy-5-chlorophenyl)-methane and 8.6 g (0.037 mole) 1,11-dichloro-3,6,9-trioxaundecane are dissolved in 100 ml n-BuOH. To this is added 6.5 g 50% aqueous sodium hydroxide. The resulting solution is heated to reflux for 15 hours, acidified with ethereal HCl, and solvent stripped in vacuo. The resulting gum is chromatographed on Neutral Alumina IV, eluting with ether/ethyl acetate. Appropriate fractions are collected, combined and recrystallized from methanol to yield 3.... The reactants are CC(C)CN, Cc1ccccc1, O=C1C(c2ccccc2)=C(c2ccccc2)C(c2ccccc2)=C1c1ccccc1. The product is CC(C)CN=C1C(c2ccccc2)=C(c2ccccc2)C(c2ccccc2)=C1c1ccccc1. Reaction SMILES: [CH2:31]([CH:32]([CH3:33])[CH3:34])[NH2:35].[CH3:36][c:37]1[cH:38][cH:39][cH:40][cH:41][cH:42]1.[c:1]1([C:7]2=[C:8]([c:25]3[cH:26][cH:27][cH:28][cH:29][cH:30]3)[C:9]([c:19]3[cH:20][cH:21][cH:22][cH:23][cH:24]3)=[C:10]([c:13]3[cH:14][cH:15][cH:16][cH:17][cH:18]3)[C:11]2=[O:12])[cH:2][cH:3][cH:4][cH:5][cH:6]1>>[c:1]1([C:7]2=[C:8]([c:25]3[cH:26][cH:27][cH:28][cH:29][cH:30]3)[C:9]([c:19]3[cH:20][cH:21][cH:22][cH:23][cH:24]3)=[C:10]([c:13]3[cH:14][cH:15][cH:16][cH:17][cH:18]3)[C:11]2=[N:35][CH2:31][CH:32]([CH3:33])[CH3:34])[cH:2][cH:3][cH:4][cH:5][cH:6]1. Starting materials: FC1=CC=C(C=C1)OC (p-fluoroanisole), C(C=C)(=O)O (acrylic acid), C1=CC=CC=2SC3=CC=CC=C3NC12 (phenothiazine). Conditions: temperature -78 celsius, time 4.5 hour. Yields the product FC=1C=C2C(CCOC2=CC1)=O (6-Fluoro-4-Chromanone). As a reaction SMILES: [F:1][C:2]1[CH:7]=[CH:6][C:5]([O:8][CH3:9])=[CH:4][CH:3]=1.[C:10](O)(=[O:13])[CH:11]=C.C1C2NC3C(=CC=CC=3)SC=2C=CC=1>>[F:1][C:2]1[CH:7]=[C:6]2[C:5](=[CH:4][CH:3]=1)[O:8][CH2:9][CH2:11][C:10]2=[O:13]. Reported procedure: Using the procedure established in Example 1, the reactor was charged with p-fluoroanisole (31.5 grams), acrylic acid (27 grams) and phenothiazine (0.02 grams) before being sealed, evacuated, and cooled to -78° C. The anhydrous hydrogen fluoride (110 grams) was vacuum transferred into the reactor and the mixture warmed to 40° C. for one hour then 100° C. for 4.5 hours. The excess hydrogen fluoride was then vented and the reactor cooled to 5° C. before being opened and the contents washed with D.... The reactants are FC1=CC=CC=2C3=C(C(NC12)=O)CCC3 (6-fluoro-1,2,3,5-tetrahydrocyclopenta[c]quinolin-4-one), [Mg] (magnesium). Product: FC1=CC=CC=2C3C(C(NC12)=O)CCC3 (6-Fluoro-1,2,3,3a,5,9b-hexahydrocyclopenta[c]quinolin-4-one). The yield is 56.8%. Reaction SMILES: [F:1][C:2]1[C:11]2[NH:10][C:9](=[O:12])[C:8]3[CH2:13][CH2:14][CH2:15][C:7]=3[C:6]=2[CH:5]=[CH:4][CH:3]=1.[Mg]>>[F:1][C:2]1[C:11]2[NH:10][C:9](=[O:12])[CH:8]3[CH2:13][CH2:14][CH2:15][CH:7]3[C:6]=2[CH:5]=[CH:4][CH:3]=1. Procedure: Analogously to Example 7, 6-fluoro-1,2,3,5-tetrahydrocyclopenta[c]quinolin-4-one (494 mg, 2.4 mmol) is reacted with magnesium (1.22 g, 50.0 mmol) to form 280 mg (56%) of product. Reactants: N1C(=NC2=C1C=CC=C2)S(=O)(=O)N2C(CCCC2)/C(/N)=N/O ((Z)-1-(1H-benzo[d]imidazol-2-ylsulfonyl)-N′2-hydroxy-2-piperidinecarboximidamide), N1=C(N=CC=C1)C(=O)O (pyrimidine-2-carboxylic acid). The product is N1C(=NC2=C1C=CC=C2)S(=O)(=O)N2C(CCCC2)C(N)=NOC(=O)C2=NC=CC=N2 (1-(1H-benzo[d]imidazol-2-ylsulfonyl)-N′2-[(2-pyrimidinylcarbonyl)oxy]-2-piperidinecarboximidamide). As a reaction SMILES: [NH:1]1[C:5]2[CH:6]=[CH:7][CH:8]=[CH:9][C:4]=2[N:3]=[C:2]1[S:10]([N:13]1[CH2:18][CH2:17][CH2:16][CH2:15][CH:14]1/[C:19](=[N:21]/[OH:22])/[NH2:20])(=[O:12])=[O:11].[N:23]1[CH:28]=[CH:27][CH:26]=[N:25][C:24]=1[C:29](O)=[O:30]>>[NH:1]1[C:5]2[CH:6]=[CH:7][CH:8]=[CH:9][C:4]=2[N:3]=[C:2]1[S:10]([N:13]1[CH2:18][CH2:17][CH2:16][CH2:15][CH:14]1[C:19](=[N:21][O:22][C:29]([C:24]1[N:25]=[CH:26][CH:27]=[CH:28][N:23]=1)=[O:30])[NH2:20])(=[O:11])=[O:12]. Reported procedure: The title compound was prepared by a similar method to Preparation 20 from (Z)-1-(1H-benzo[d]imidazol-2-ylsulfonyl)-N′2-hydroxy-2-piperidinecarboximidamide [see Preparation 19] and pyrimidine-2-carboxylic acid (see Chem. Ind. (London), 1954, 786) to afford 1-(1H-benzo[d]imidazol-2-ylsulfonyl)-N′2-[(2-pyrimidinylcarbonyl)oxy]-2-piperidinecarboximidamide as a gum. The title compound was used directly in Example 65. Starting materials: 32g, CN(C=O)C (dimethylformamide), 20g, ClC(C(=O)Cl)(C)Cl (2,2-dichloropropionyl chloride), 44g. The solvent is C(C)N(CC)CC (triethylamine). Yields the product CN(C(C(C(C)(Cl)Cl)=O)=O)C (N,N-Dimethyl-3,3-dichloro-2-oxobutyramide). Reaction SMILES: [Cl:1][C:2]([Cl:7])([CH3:6])[C:3](Cl)=[O:4].[CH3:8][N:9]([CH3:12])[CH:10]=[O:11]>C(N(CC)CC)C>[CH3:8][N:9]([CH3:12])[C:10](=[O:11])[C:3](=[O:4])[C:2]([Cl:7])([Cl:1])[CH3:6]. Reported procedure: The procedure of Example 1 was followed using 32g (0.2 mole) of 2,2-dichloropropionyl chloride and 44g (0.6 mole) of dimethylformamide and 20g (0.2 mole) of triethylamine. Obtained following distillation was 12g of pure N,N-dimethyl-3,3-dichloro-2-oxobutyramide as a clear, colorless liquid: Bp: 68°-70° (0.2mm); ir (λmax, film) 5.7 (s), 6.1 (s), 7.1 (s), 9.3 (s), 9.9 (s), 12.6 (s) microns.